From a dataset of the Open Reaction Database (ORD), a public repository of structured organic reaction records. describe an organic reaction: reactants, conditions, products, and yield The reactants are O=C([O-])[O-], C=CCBr, COC(=O)c1ccc(OC)cc1O, CC(=O)OI1(OC(C)=O)(OC(C)=O)OC(=O)c2ccccc21, CCOC(C)=O, [Cs+], [Cs+]. Product: C=CCOc1cc(OC)ccc1C(=O)OC. Reaction SMILES: [C:14](=[O:15])([O-:16])[O-:17].[CH2:20]([CH:21]=[CH2:22])[Br:23].[CH3:1][O:2][c:3]1[cH:4][c:5]([OH:13])[c:6]([C:7](=[O:8])[O:9][CH3:10])[cH:11][cH:12]1.[CH3:24][C:25]([O:26][I:27]1([O:37][C:38]([CH3:39])=[O:40])([O:41][C:42]([CH3:43])=[O:44])[c:28]2[c:29]([cH:30][cH:31][cH:32][cH:33]2)[C:34](=[O:35])[O:36]1)=[O:45].[CH3:46][CH2:47][O:48][C:49]([CH3:50])=[O:51].[Cs+:18].[Cs+:19]>>[CH3:1][O:2][c:3]1[cH:4][c:5]([O:13][CH2:22][CH:21]=[CH2:20])[c:6]([C:7](=[O:8])[O:9][CH3:10])[cH:11][cH:12]1. Reactants: CS(C)=O, COc1cc([N+](=O)[O-])ccc1Cl, [K+], [OH-], O, c1c[nH]cn1. Product: COc1cc([N+](=O)[O-])ccc1-n1ccnc1. As a reaction SMILES: [CH3:21][S:22]([CH3:23])=[O:24].[Cl:1][c:2]1[c:3]([O:11][CH3:12])[cH:4][c:5]([N+:8](=[O:9])[O-:10])[cH:6][cH:7]1.[K+:14].[OH-:13].[OH2:20].[nH:15]1[cH:16][n:17][cH:18][cH:19]1>>[c:2]1(-[n:15]2[cH:16][n:17][cH:18][cH:19]2)[c:3]([O:11][CH3:12])[cH:4][c:5]([N+:8](=[O:9])[O-:10])[cH:6][cH:7]1.